This data is from the Open Reaction Database (ORD), a public repository of structured organic reaction records. The task is: describe an organic reaction: reactants, conditions, products, and yield Starting materials: C(C)(C)OC(CCCCCOC=1C(=CC2=C(N(C(=N2)C2=CC=CC=C2)C2=CC=CC=C2)C1)N)=O (6-[(5-Amino-1,2-diphenyl-1H-benzimidazol-6-yl)oxy]hexanoic acid isopropyl ester), C(C)(=O)NC1=CC=C(C=C1)S(=O)(=O)Cl (4-(acetylamino)benzenesulfonic acid chloride). Yields the product C(C)(C)OC(CCCCCOC=1C(=CC2=C(N(C(=N2)C2=CC=CC=C2)C2=CC=CC=C2)C1)NS(=O)(=O)C1=CC=C(C=C1)NC(C)=O)=O (6-[[5-[[[4-(Acetylamino)phenyl]sulfonyl]amino]-1,2-diphenyl-1H-benzimidazol-6-yl]oxy]hexanoic acid isopropyl ester). Reaction SMILES: [CH:1]([O:4][C:5](=[O:34])[CH2:6][CH2:7][CH2:8][CH2:9][CH2:10][O:11][C:12]1[C:13]([NH2:33])=[CH:14][C:15]2[N:19]=[C:18]([C:20]3[CH:25]=[CH:24][CH:23]=[CH:22][CH:21]=3)[N:17]([C:26]3[CH:31]=[CH:30][CH:29]=[CH:28][CH:27]=3)[C:16]=2[CH:32]=1)([CH3:3])[CH3:2].[C:35]([NH:38][C:39]1[CH:44]=[CH:43][C:42]([S:45](Cl)(=[O:47])=[O:46])=[CH:41][CH:40]=1)(=[O:37])[CH3:36]>>[CH:1]([O:4][C:5](=[O:34])[CH2:6][CH2:7][CH2:8][CH2:9][CH2:10][O:11][C:12]1[C:13]([NH:33][S:45]([C:42]2[CH:41]=[CH:40][C:39]([NH:38][C:35](=[O:37])[CH3:36])=[CH:44][CH:43]=2)(=[O:47])=[O:46])=[CH:14][C:15]2[N:19]=[C:18]([C:20]3[CH:21]=[CH:22][CH:23]=[CH:24][CH:25]=3)[N:17]([C:26]3[CH:27]=[CH:28][CH:29]=[CH:30][CH:31]=3)[C:16]=2[CH:32]=1)([CH3:3])[CH3:2]. Procedure: 6-[(5-Amino-1,2-diphenyl-1H-benzimidazol-6-yl)oxy]hexanoic acid isopropyl ester was reacted according to general operating instructions 13 with 4-(acetylamino)benzenesulfonic acid chloride. The reactants are CC(=O)N1CCN(C(=O)OC(C)(C)C)C(C(O)C(Cc2ccccc2)N=C(c2ccccc2)c2ccccc2)C1, CO, [H][H]. Product: CC(=O)N1CCN(C(=O)OC(C)(C)C)C(C(O)C(N)Cc2ccccc2)C1. Reaction SMILES: [C:1]([CH3:2])([CH3:3])([CH3:4])[O:5][C:6](=[O:7])[N:8]1[CH:9]([CH:17]([CH:18]([CH2:19][c:20]2[cH:21][cH:22][cH:23][cH:24][cH:25]2)[N:26]=[C:27]([c:28]2[cH:29][cH:30][cH:31][cH:32][cH:33]2)[c:34]2[cH:35][cH:36][cH:37][cH:38][cH:39]2)[OH:40])[CH2:10][N:11]([C:14]([CH3:15])=[O:16])[CH2:12][CH2:13]1.[CH3:43][OH:44].[H:41][H:42]>>[C:1]([CH3:2])([CH3:3])([CH3:4])[O:5][C:6](=[O:7])[N:8]1[CH:9]([CH:17]([CH:18]([CH2:19][c:20]2[cH:21][cH:22][cH:23][cH:24][cH:25]2)[NH2:26])[OH:40])[CH2:10][N:11]([C:14]([CH3:15])=[O:16])[CH2:12][CH2:13]1. Product: Nc1cc(-n2nnn(CCCF)c2=O)c(F)cc1Cl. Starting materials: CCO, O=c1n(CCCF)nnn1-c1cc([N+](=O)[O-])c(Cl)cc1F, [H][H], O=[Pt]. RXN SMILES: [CH3:26][CH2:27][OH:28].[Cl:1][c:2]1[cH:3][c:4]([F:21])[c:5](-[n:11]2[n:12][n:13][n:14]([CH2:17][CH2:18][CH2:19][F:20])[c:15]2=[O:16])[cH:6][c:7]1[N+:8]([O-:9])=[O:10].[H:22][H:23].[Pt:24]=[O:25]>>[Cl:1][c:2]1[cH:3][c:4]([F:21])[c:5](-[n:11]2[n:12][n:13][n:14]([CH2:17][CH2:18][CH2:19][F:20])[c:15]2=[O:16])[cH:6][c:7]1[NH2:8]. The reactants are FC(C(=O)O)(F)F.C[C@H]1N(CCC1)CCC1=CC=C(C=C1)C1=CC=C(C=C1)CCC(=O)NCC(=O)OC ((R)-methyl 2-(3-(4′-(2-(2-methylpyrrolidin-1-yl)ethyl)biphenyl-4-yl)propanamido)acetate 2,2,2-trifluoroacetate), [OH-].[Na+] (sodium hydroxide), Cl (HCl). The solvent is CO (MeOH). Conditions: time 8 hour. Yields the product C[C@H]1N(CCC1)CCC1=CC=C(C=C1)C1=CC=C(C=C1)CCC(=O)NCC(=O)O ((R)-2-(3-(4′-(2-(2-Methylpyrrolidin-1-yl)ethyl)biphenyl-4-yl)propanamido)acetic Acid). Reaction SMILES: FC(F)(F)C(O)=O.[CH3:8][C@@H:9]1[CH2:13][CH2:12][CH2:11][N:10]1[CH2:14][CH2:15][C:16]1[CH:21]=[CH:20][C:19]([C:22]2[CH:27]=[CH:26][C:25]([CH2:28][CH2:29][C:30]([NH:32][CH2:33][C:34]([O:36]C)=[O:35])=[O:31])=[CH:24][CH:23]=2)=[CH:18][CH:17]=1.[OH-].[Na+].Cl>CO>[CH3:8][C@@H:9]1[CH2:13][CH2:12][CH2:11][N:10]1[CH2:14][CH2:15][C:16]1[CH:17]=[CH:18][C:19]([C:22]2[CH:27]=[CH:26][C:25]([CH2:28][CH2:29][C:30]([NH:32][CH2:33][C:34]([OH:36])=[O:35])=[O:31])=[CH:24][CH:23]=2)=[CH:20][CH:21]=1 |f:0.1,2.3|. Reported procedure: To a solution of (R)-methyl 2-(3-(4′-(2-(2-methylpyrrolidin-1-yl)ethyl)biphenyl-4-yl)propanamido)acetate 2,2,2-trifluoroacetate (18 mg, 0.034 mmol) in MeOH (0.5 mL) was added 5M sodium hydroxide (0.048 mL, 0.241 mmol). The reaction was stirred at room temperature overnight. The mixture was added 1M HCl (2 mL) and purified by HPLC to give the title compound. LCMS m/z=395.2 [M+H]+. Reactants: [H-].[Na+] (sodium hydride), C(C)(=O)O (acetic acid), C(#N)C(C(=O)OC(C)(C)C)C (tert.-butyl 2-cyanopropionate), ClC=1N=NC(=CC1)Cl (3,6-dichloropyridazine). The solvent is O1CCCC1 (tetrahydrofuran). Product: OC1=CC=C(N=N1)C(C#N)C (2-(6-Hydroxy-pyridazin-3-yl)-propanenitrile). RXN SMILES: [H-].[Na+].[C:3]([CH:5]([CH3:13])[C:6](OC(C)(C)C)=O)#[N:4].Cl[C:15]1[N:16]=[N:17]C(Cl)=[CH:19][CH:20]=1.C(O)(=[O:24])C>O1CCCC1>[OH:24][C:15]1[N:16]=[N:17][C:6]([CH:5]([CH3:13])[C:3]#[N:4])=[CH:19][CH:20]=1 |f:0.1|. Procedure: 60.4 g (2.02 mol) of 80% strength sodium hydride in white oil are suspended in 2 liters of tetrahydrofuran and 311.8 g (2.02 mol) of tert.-butyl 2-cyanopropionate are added dropwise at 20°-30° C. During the course of 45 minutes this clear solution is added dropwise to a solution of 298 g (2.0 mol) of 3,6-dichloropyridazine and the mixture is heated under reflux for 2 hours. 317 ml of acetic acid are then added and the solvent is removed in vacuo. The residue is taken up in a mixture of 6,400 ml ... Starting materials: ClC=1N=C(C2=C(N1)C=C(S2)C=O)N2CCOCC2 (2-Chloro-4-morpholin-4-yl-thieno[3,2-d]pyrimidine-6-carbaldehyde), N1C=CC=2C(=CC=CC12)B(O)O (4-indole-boronic acid), C(O)([O-])=O.[Na+] (sodium hydrogen carbonate). Reagents/catalysts: Cl[Pd]([P](C1=CC=CC=C1)(C2=CC=CC=C2)C3=CC=CC=C3)([P](C4=CC=CC=C4)(C5=CC=CC=C5)C6=CC=CC=C6)Cl (PdCl2(PPh3)2). Run in C1(=CC=CC=C1)C (toluene), C(C)O (ethanol), O (water). The product is N1C=CC2=C(C=CC=C12)C=1N=C(C2=C(N1)C=C(S2)C=O)N2CCOCC2 (2-(1H-indol-4-yl)-4-morpholin-4-yl-thieno[3,2-d]pyrimidine-6-carbaldehyde). Yield: 100.0%. RXN SMILES: Cl[C:2]1[N:3]=[C:4]([N:13]2[CH2:18][CH2:17][O:16][CH2:15][CH2:14]2)[C:5]2[S:10][C:9]([CH:11]=[O:12])=[CH:8][C:6]=2[N:7]=1.[NH:19]1[C:27]2[CH:26]=[CH:25][CH:24]=[C:23](B(O)O)[C:22]=2[CH:21]=[CH:20]1.C(=O)([O-])O.[Na+]>C1(C)C=CC=CC=1.C(O)C.O.Cl[Pd](Cl)([P](C1C=CC=CC=1)(C1C=CC=CC=1)C1C=CC=CC=1)[P](C1C=CC=CC=1)(C1C=CC=CC=1)C1C=CC=CC=1>[NH:19]1[C:27]2[C:22](=[C:23]([C:2]3[N:3]=[C:4]([N:13]4[CH2:18][CH2:17][O:16][CH2:15][CH2:14]4)[C:5]4[S:10][C:9]([CH:11]=[O:12])=[CH:8][C:6]=4[N:7]=3)[CH:24]=[CH:25][CH:26]=2)[CH:21]=[CH:20]1 |f:2.3,^1:49,68|. Procedure: 2-Chloro-4-morpholin-4-yl-thieno[3,2-d]pyrimidine-6-carbaldehyde 10 (200 mg), 4-indole-boronic acid (125 mg), sodium hydrogen carbonate (178 mg) and PdCl2(PPh3)2 (4 mg) in toluene (1.5 ml), ethanol (0.75 ml) and water (0.4 ml) were heated in a microwave at 120° C. for 45 min. Chloroform/water extraction and purification on silica gave 2-(1H-indol-4-yl)-4-morpholin-4-yl-thieno[3,2-d]pyrimidine-6-carbaldehyde (257 mg). Reactants: imine, C(C(=O)C)(=O)N1[C@H](C(=O)O)CCC1 (N-pyruvyl-L-proline), Cl.NO (hydroxylamine hydrochloride), C(C)(=O)[O-].[Na+] (sodium acetate), Cl (hydrochloric acid). The reagents and catalysts are O.[Pd] (Palladium hydroxide-on-carbon). Solvent: C(C)O (ethanol), C(C)O (ethanol), O (water). Conditions: time 17 hour. Product: N[C@@H](C)C(=O)N1[C@H](C(=O)O)CCC1 (L-alanyl-L-proline). RXN SMILES: [C:1]([N:6]1[CH2:13][CH2:12][CH2:11][C@H:7]1[C:8]([OH:10])=[O:9])(=[O:5])[C:2]([CH3:4])=O.Cl.[NH2:15]O.C([O-])(=O)C.[Na+].Cl>O.[Pd].C(O)C.O>[NH2:15][C@H:2]([C:1]([N:6]1[CH2:13][CH2:12][CH2:11][C@H:7]1[C:8]([OH:10])=[O:9])=[O:5])[CH3:4] |f:1.2,3.4,6.7|. Reported procedure: N-pyruvyl-L-proline (0.085 g., 0.46 mmoles, 1.0 eq.), hydroxylamine hydrochloride (0.048 g., 0.69 mmoles, 1.5 eq.), sodium acetate (0.056 g., 0.69 mmoles, 1.5 eq.), and 2 mL water and 10 mL ethanol were added to a 25 mL flask. The suspension was heated to reflux for 2 h. The imine was transferred under nitrogen gas with 100 mL ethanol to a 250 mL Parr flask. Palladium hydroxide-on-carbon (0.02 g., 0.18 mmoles, 0.4 eq.) and hydrochloric acid (6 mL, 0.2 moles, 430 eq.) were added and nitrogen was ...